From a dataset of the Open Reaction Database (ORD), a public repository of structured organic reaction records. describe an organic reaction: reactants, conditions, products, and yield Reactants: C(C)(=O)OC[C@H]1[C@H](CC=CC1)CN1C2=NC(=NC(=C2N=C1)OCC1=CC=CC=C1)N (9-{[1(R)-acetoxymethyl-2(S)-cyclohex-4-enyl]methyl}2-amino-6-benzyloxypurine). The reagents and catalysts are [Pd] (Pd/C). Run in C(C)O (ethanol). Product: C(C)(=O)OC[C@H]1[C@H](CCCC1)CN1C=2N=C(NC(C2N=C1)=O)N (9-{[1(R)-acetoxymethyl-2(S)-cyclohexyl]methyl}guanine). RXN SMILES: [C:1]([O:4][CH2:5][C@@H:6]1[CH2:11][CH:10]=[CH:9][CH2:8][C@@H:7]1[CH2:12][N:13]1[CH:21]=[N:20][C:19]2[C:14]1=[N:15][C:16]([NH2:30])=[N:17][C:18]=2[O:22]CC1C=CC=CC=1)(=[O:3])[CH3:2]>[Pd].C(O)C>[C:1]([O:4][CH2:5][C@@H:6]1[CH2:11][CH2:10][CH2:9][CH2:8][C@@H:7]1[CH2:12][N:13]1[CH:21]=[N:20][C:19]2[C:18](=[O:22])[NH:17][C:16]([NH2:30])=[N:15][C:14]1=2)(=[O:3])[CH3:2]. Procedure: A suspension of 9-{[1(R)-acetoxymethyl-2(S)-cyclohex-4-enyl]methyl}2-amino-6-benzyloxypurine (0.75 mmol), ethanol (5 mL) and a catalytic amount of 10% Pd/C was stirred under a hydrogen balloon for 3 hours. The reaction was filtered and concentrated to yield the desired compound. 1HNMR (500 mHz, d6DMSO): 10.80 ppm (bs, 1H); 7.65 (s, 1H); 6.48 (s, 2H); 4.15-3.88 (m, 4H); 2.23 (bs, 1H); 2.01 (s, 3H); 1.92 (m, 1H); 1.68-1.15 (m, 8H). Reactants: FC1=CC=C(C=C1)C=1N=C(SC1)C1=C(C(=O)O)C=CC=N1 (2-(4-(4-fluorophenyl)thiazol-2-yl)nicotinic acid), NC(C(C(=O)N)O)CC1=CC=CC=C1 (3-amino-2-hydroxy-4-phenylbutanamide). Yields the product NC(C(C(CC1=CC=CC=C1)NC(C1=C(N=CC=C1)C=1SC=C(N1)C1=CC=C(C=C1)F)=O)O)=O (N-(4-Amino-3-hydroxy-4-oxo-1-phenylbutan-2-yl)-2-(4-(4-fluorophenyl)thiazol-2-yl)nicotinamide). Isolated yield 93.9%. Reaction SMILES: [F:1][C:2]1[CH:7]=[CH:6][C:5]([C:8]2[N:9]=[C:10]([C:13]3[N:21]=[CH:20][CH:19]=[CH:18][C:14]=3[C:15]([OH:17])=O)[S:11][CH:12]=2)=[CH:4][CH:3]=1.[NH2:22][CH:23]([CH2:29][C:30]1[CH:35]=[CH:34][CH:33]=[CH:32][CH:31]=1)[CH:24]([OH:28])[C:25]([NH2:27])=[O:26]>>[NH2:27][C:25](=[O:26])[CH:24]([OH:28])[CH:23]([NH:22][C:15](=[O:17])[C:14]1[CH:18]=[CH:19][CH:20]=[N:21][C:13]=1[C:10]1[S:11][CH:12]=[C:8]([C:5]2[CH:4]=[CH:3][C:2]([F:1])=[CH:7][CH:6]=2)[N:9]=1)[CH2:29][C:30]1[CH:31]=[CH:32][CH:33]=[CH:34][CH:35]=1. Reported procedure: Coupling of 2-(4-(4-fluorophenyl)thiazol-2-yl)nicotinic acid (356 mg, 1.185 mmol) and 3-amino-2-hydroxy-4-phenylbutanamide (280 mg, 1.442 mmol) in an analogous manner as described for example 1.2 afforded 530 mg of the title compound as white amorphous solid.